This data is from the Open Reaction Database (ORD), a public repository of structured organic reaction records. The task is: describe an organic reaction: reactants, conditions, products, and yield Reactants: FC1=CC=C(C=C1)N1N=NC(=C1CO)C ([3-(4-fluoro-phenyl)-5-methyl-3H-[1,2,3]triazol-4-yl]-methanol), OC1=CC2=C(C=N1)C(N(C2)C(C)C)=O (6-hydroxy-2-isopropyl-1H-pyrrolo[3,4-c]pyridin-3(2H)-one), C1(=CC=CC=C1)P(C1=CC=CC=C1)C1=CC=CC=C1 (triphenylphosphine), N(=NC(=O)OCC)C(=O)OCC (diethyl azodicarboxylate). Solvent: C1CCOC1 (THF). Run at time 72 hour. Yields the product FC1=CC=C(C=C1)N1N=NC(=C1COC1=CC2=C(C=N1)C(N(C2)C(C)C)=O)C (6-((1-(4-Fluorophenyl)-4-methyl-1H-1,2,3-triazol-5-yl)methoxy)-2-isopropyl-1H-pyrrolo[3,4-c]pyridin-3(2H)-one). Yield: 30.6%. RXN SMILES: [F:1][C:2]1[CH:7]=[CH:6][C:5]([N:8]2[C:12]([CH2:13][OH:14])=[C:11]([CH3:15])[N:10]=[N:9]2)=[CH:4][CH:3]=1.O[C:17]1[N:22]=[CH:21][C:20]2[C:23](=[O:29])[N:24]([CH:26]([CH3:28])[CH3:27])[CH2:25][C:19]=2[CH:18]=1.C1(P(C2C=CC=CC=2)C2C=CC=CC=2)C=CC=CC=1.N(C(OCC)=O)=NC(OCC)=O>C1COCC1>[F:1][C:2]1[CH:3]=[CH:4][C:5]([N:8]2[C:12]([CH2:13][O:14][C:17]3[N:22]=[CH:21][C:20]4[C:23](=[O:29])[N:24]([CH:26]([CH3:27])[CH3:28])[CH2:25][C:19]=4[CH:18]=3)=[C:11]([CH3:15])[N:10]=[N:9]2)=[CH:6][CH:7]=1. Procedure: To a solution of [3-(4-fluoro-phenyl)-5-methyl-3H-[1,2,3]triazol-4-yl]-methanol (251 mg, 1.21 mmol) in THF (30 mL) was added 6-hydroxy-2-isopropyl-1H-pyrrolo[3,4-c]pyridin-3(2H)-one (232 mg, 1.21 mmol) and triphenylphosphine (413 mg, 1.58 mmol) at ambient temperature under an argon atmosphere. Then diethyl azodicarboxylate (624 μL, 1.58 mmol) was added and the reaction mixture was stirred for 72 h at room temperature. Concentration and purification by chromatography (silica, 20 to 50% ethyl acet... The reactants are COC(CCCCOC=1C(=CC2=C(N(C(=N2)C2=CC=CC=C2)C2=CC=CC=C2)C1)N)=O (5-[(5-Amino-1,2-diphenyl-1H-benzimidazol-6-yl)oxy]pentanoic acid methyl ester), ClC1=CC=C(C=C1)S(=O)(=O)Cl (4-chlorobenzenesulfonic acid chloride). Yields the product COC(CCCCOC=1C(=CC2=C(N(C(=N2)C2=CC=CC=C2)C2=CC=CC=C2)C1)NS(=O)(=O)C1=CC=C(C=C1)Cl)=O (5-[[5-[[(4-Chlorophenyl)sulfonyl]amino]-1,2-diphenyl-1H-benzimidazol-6-yl]oxy]pentanoic acid methyl ester). Reaction SMILES: [CH3:1][O:2][C:3](=[O:31])[CH2:4][CH2:5][CH2:6][CH2:7][O:8][C:9]1[C:10]([NH2:30])=[CH:11][C:12]2[N:16]=[C:15]([C:17]3[CH:22]=[CH:21][CH:20]=[CH:19][CH:18]=3)[N:14]([C:23]3[CH:28]=[CH:27][CH:26]=[CH:25][CH:24]=3)[C:13]=2[CH:29]=1.[Cl:32][C:33]1[CH:38]=[CH:37][C:36]([S:39](Cl)(=[O:41])=[O:40])=[CH:35][CH:34]=1>>[CH3:1][O:2][C:3](=[O:31])[CH2:4][CH2:5][CH2:6][CH2:7][O:8][C:9]1[C:10]([NH:30][S:39]([C:36]2[CH:37]=[CH:38][C:33]([Cl:32])=[CH:34][CH:35]=2)(=[O:41])=[O:40])=[CH:11][C:12]2[N:16]=[C:15]([C:17]3[CH:22]=[CH:21][CH:20]=[CH:19][CH:18]=3)[N:14]([C:23]3[CH:28]=[CH:27][CH:26]=[CH:25][CH:24]=3)[C:13]=2[CH:29]=1. Reported procedure: 5-[(5-Amino-1,2-diphenyl-1H-benzimidazol-6-yl)oxy]pentanoic acid methyl ester was reacted with 4-chlorobenzenesulfonic acid chloride according to general operating instructions 13. Reactants: NC1=C(C=C(C=C1)SC#N)[N+](=O)[O-] (1-amino-2-nitro-4-thiocyanatobenzene), CSCCCl (methylthioethylchloride), CN(C=O)C (dimethylformamide), [BH4-].[Na+] (sodium borohydride). The solvent is O (water). Run at time 1 hour. Product: NC1=C(C=C(C=C1)SCCSC)[N+](=O)[O-] (1-amino-2-nitro-4-methylthioethylthiobenzene). Reaction SMILES: [NH2:1][C:2]1[CH:7]=[CH:6][C:5]([S:8][C:9]#N)=[CH:4][C:3]=1[N+:11]([O-:13])=[O:12].CN(C)C=O.[BH4-].[Na+].[CH3:21][S:22][CH2:23]CCl>O>[NH2:1][C:2]1[CH:7]=[CH:6][C:5]([S:8][CH2:9][CH2:21][S:22][CH3:23])=[CH:4][C:3]=1[N+:11]([O-:13])=[O:12] |f:2.3|. Reported procedure: 5.85 G. of 1-amino-2-nitro-4-thiocyanatobenzene is treated in 20 ml. dimethylformamide under nitrogen at 20°-25° with 1.14 g. sodium borohydride. After 1 hour 10 ml. of methylthioethylchloride is added and the mixture stirred overnight, diluted with water and extracted with chloroform. The dried chloroform solution is passed through a silica gel column, then evaporated to dryness to afford 1-amino-2-nitro-4-methylthioethylthiobenzene. Reactants: FC1=C(C#N)C=C(C=C1)C(F)(F)F (2-fluoro-5-(trifluoromethyl)benzonitrile), [H-].[Na+] (sodium hydride), CN1C[C@H](CC1)O ((S)-1-methylpyrrolidin-3-ol). Run in O1CCCC1 (tetrahydrofuran). Run at time 3 hour. The product is CN1C[C@H](CC1)OC1=C(C#N)C=C(C=C1)C(F)(F)F ((S)-2-(1-methylpyrrolidin-3-yloxy)-5-(trifluoromethyl)benzonitrile). Yield: 95.3%. Reaction SMILES: F[C:2]1[CH:9]=[CH:8][C:7]([C:10]([F:13])([F:12])[F:11])=[CH:6][C:3]=1[C:4]#[N:5].[H-].[Na+].[CH3:16][N:17]1[CH2:21][CH2:20][C@H:19]([OH:22])[CH2:18]1>O1CCCC1>[CH3:16][N:17]1[CH2:21][CH2:20][C@H:19]([O:22][C:2]2[CH:9]=[CH:8][C:7]([C:10]([F:13])([F:12])[F:11])=[CH:6][C:3]=2[C:4]#[N:5])[CH2:18]1 |f:1.2|. Reported procedure: To a solution of 2-fluoro-5-(trifluoromethyl)benzonitrile (8.0 g, 42.3 mmol, Aldrich) in tetrahydrofuran (50 mL) were added sodium hydride (1.9 g, 46.5 mmol, 60% in mineral oil) and (S)-1-methylpyrrolidin-3-ol (4.7 mL, 46.5 mmol, Aldrich). After stirring at room temperature for 3 hours, the reaction mixture was quenched with saturated NaHCO3 (30 mL). The aqueous layer was extracted with ethyl acetate (3×30 mL). The combined organic extracts were dried over anhydrous Na2SO4, filtered and concentr... Reactants: NN (hydrazine), C(C)(C)(C)OC(NC1(CCC1)C1=CC=C(C=C1)C1=NC2=CC=NC(=C2C=C1C1=CC=CC=C1)Cl)=O (tert-butyl{1-[4-(5-chloro-3-phenyl-1,6-naphthyridin-2-yl)phenyl]cyclobutyl}carbamate), C(C)(=O)OCC (ethyl acetate). Solvent: O1CCOCC1 (1,4-dioxane). Reaction conditions: temperature 95 celsius. The product is C(C)(C)(C)OC(NC1(CCC1)C1=CC=C(C=C1)C1=NC2=CC=NC(=C2C=C1C1=CC=CC=C1)NN)=O (tert-butyl{1-[4-(5-hydrazino-3-phenyl-1,6-naphthyridin-2-yl)phenyl]cyclobutyl}carbamate). RXN SMILES: [NH2:1][NH2:2].[C:3]([O:7][C:8](=[O:37])[NH:9][C:10]1([C:14]2[CH:19]=[CH:18][C:17]([C:20]3[C:29]([C:30]4[CH:35]=[CH:34][CH:33]=[CH:32][CH:31]=4)=[CH:28][C:27]4[C:22](=[CH:23][CH:24]=[N:25][C:26]=4Cl)[N:21]=3)=[CH:16][CH:15]=2)[CH2:13][CH2:12][CH2:11]1)([CH3:6])([CH3:5])[CH3:4].C(OCC)(=O)C>O1CCOCC1>[C:3]([O:7][C:8](=[O:37])[NH:9][C:10]1([C:14]2[CH:19]=[CH:18][C:17]([C:20]3[C:29]([C:30]4[CH:35]=[CH:34][CH:33]=[CH:32][CH:31]=4)=[CH:28][C:27]4[C:22](=[CH:23][CH:24]=[N:25][C:26]=4[NH:1][NH2:2])[N:21]=3)=[CH:16][CH:15]=2)[CH2:13][CH2:12][CH2:11]1)([CH3:6])([CH3:5])[CH3:4]. Procedure: Anhydrous hydrazine (25 mL, 797 mmol) was added to a stirred solution of chloronaphthyridine (1-5) (25.12 g, 51.7 mmol) in 1,4-dioxane (200 mL) under an atmosphere of nitrogen and the reaction mixture was heated to 95° C. After 30 min the solution was cooled to room temperature, ethyl acetate (400 mL) was added and the solution was washed with a saturated solution of sodium bicarbonate, followed by water and brine, dried over sodium sulfate, filtered, and concentrated in vacuo to give (1-6) as a... Starting materials: BrC1=CC=C(C=C1)S(=O)(=O)C1CCNCC1 (4-(4-Bromophenylsulphonyl)piperidine), FC(C(=O)O)C1=CC=CC=C1 (α-fluorophenylacetic acid). Product: BrC1=CC=C(C=C1)S(=O)(=O)C1CCN(CC1)CC(C1=CC=CC=C1)F (4-(4-Bromophenylsulphonyl)-1-(2-fluoro-2-phenylethyl)piperidine), EtOAc-pet. ether. RXN SMILES: [Br:1][C:2]1[CH:7]=[CH:6][C:5]([S:8]([CH:11]2[CH2:16][CH2:15][NH:14][CH2:13][CH2:12]2)(=[O:10])=[O:9])=[CH:4][CH:3]=1.[F:17][CH:18]([C:22]1[CH:27]=[CH:26][CH:25]=[CH:24][CH:23]=1)[C:19](O)=O>>[Br:1][C:2]1[CH:3]=[CH:4][C:5]([S:8]([CH:11]2[CH2:16][CH2:15][N:14]([CH2:19][CH:18]([F:17])[C:22]3[CH:27]=[CH:26][CH:25]=[CH:24][CH:23]=3)[CH2:13][CH2:12]2)(=[O:9])=[O:10])=[CH:6][CH:7]=1. Reported procedure: 4-(4-Bromophenylsulphonyl)piperidine (0.7 g, 2.3 mmol) was reacted with α-fluorophenylacetic acid (0.53 g, 3.45 mmol) in a similar manner as described for Example 13, Steps a and b, to give the required product as a colourless solid, 0.56 g (58%), m.p. 126-127° C. (EtOAc-pet. ether 60-80°). δH (400 MHz, CDCl3) 1.70-1.77 (2H, m), 2.00-2.03 (2H, m), 2.13-2.20 (2H, m), 2.57-2.69 (1H, m), 2.83-2.93 (2H, s), 3.04-3.18 (2H, m), 5.51-5.65 (1H, m), 7.28-7.39 (5H, m), 7.70-7.75 (4H, m).